This data is from the Open Reaction Database (ORD), a public repository of structured organic reaction records. The task is: describe an organic reaction: reactants, conditions, products, and yield Starting materials: NC1=NC=C(C(=N1)Cl)C1=C(C(=CC=C1)Cl)Cl (2-amino-4-chloro-5-(2,3-dichlorophenyl)pyrimidine), N (ammonia). Run at temperature 125 celsius. The product is NC1=NC=C(C(=N1)N)C1=C(C(=CC=C1)Cl)Cl (2,4-Diamino-5-(2,3dichlorophenyl)pyrimidine). RXN SMILES: [NH2:1][C:2]1[N:7]=[C:6](Cl)[C:5]([C:9]2[CH:14]=[CH:13][CH:12]=[C:11]([Cl:15])[C:10]=2[Cl:16])=[CH:4][N:3]=1.[NH3:17]>>[NH2:1][C:2]1[N:7]=[C:6]([NH2:17])[C:5]([C:9]2[CH:14]=[CH:13][CH:12]=[C:11]([Cl:15])[C:10]=2[Cl:16])=[CH:4][N:3]=1. Procedure details: To 2-amino-4-chloro-5-(2,3-dichlorophenyl)pyrimidine (6.73 gms) was added ethanolic ammonia (30 equiv. in 50 ml EtOH) and the mixture sealed in a Parr reaction vessel and heated to 125° C. for 38 hours. After cooling, the mixture was concentrated in vacuo and the residue mixed with 1N NaOH (75 ml), filtered, washed with water and dried in vacuo, 6.14 gms, mp. 208°-211° C. The reactants are ClC1=C(C=CC(=C1)Cl)C(=C)C=1N(C2=CC=CC=C2C1)S(=O)(=O)C1=CC=CC=C1 (2-[1-(2,4-dichlorophenyl)vinyl]-1-phenylsulfonylindole), [OH-].[Na+] (sodium hydroxide). The solvent is C(C)O (ethanol). Product: ClC1=C(C=CC(=C1)Cl)C(=C)C=1NC2=CC=CC=C2C1 (2-[1-(2,4-dichlorophenyl)vinyl]indole). Yield: 89.2%. As a reaction SMILES: [Cl:1][C:2]1[CH:7]=[C:6]([Cl:8])[CH:5]=[CH:4][C:3]=1[C:9]([C:11]1[N:12](S(C2C=CC=CC=2)(=O)=O)[C:13]2[C:18]([CH:19]=1)=[CH:17][CH:16]=[CH:15][CH:14]=2)=[CH2:10].[OH-].[Na+]>C(O)C>[Cl:1][C:2]1[CH:7]=[C:6]([Cl:8])[CH:5]=[CH:4][C:3]=1[C:9]([C:11]1[NH:12][C:13]2[C:18]([CH:19]=1)=[CH:17][CH:16]=[CH:15][CH:14]=2)=[CH2:10] |f:1.2|. Reported procedure: In 30 ml of ethanol was dissolved 2.5 g of 2-[1-(2,4-dichlorophenyl)vinyl]-1-phenylsulfonylindole. Thereto was added 20 ml of a 5 N aqueous sodium hydroxide solution. The mixture was refluxed for 20 hours. The solvent was removed by distillation under reduced pressure. The residue was mixed with 20 ml of water. The mixture was adjusted to pH 7.0 with diluted hydrochloric acid, and extracted with 100 ml of ethyl acetate. The extract was washed with an aqueous saturated sodium chloride solution an...